Dataset: the Open Reaction Database (ORD), a public repository of structured organic reaction records. Task: describe an organic reaction: reactants, conditions, products, and yield Reactants: CNS(C)(=O)=O, CC#N, COC(=O)c1c(-c2ccc(F)cc2)nc(Cl)nc1C(C)C, [Na], O. Yields the product COC(=O)c1c(-c2ccc(F)cc2)nc(N(C)S(C)(=O)=O)nc1C(C)C. Reaction SMILES: [CH3:1][NH:2][S:3](=[O:4])(=[O:5])[CH3:6].[CH3:8][C:9]#[N:10].[Cl:11][c:12]1[n:13][c:14]([CH:29]([CH3:30])[CH3:31])[c:15]([C:25](=[O:26])[O:27][CH3:28])[c:16](-[c:18]2[cH:19][cH:20][c:21]([F:24])[cH:22][cH:23]2)[n:17]1.[Na:7].[OH2:32]>>[CH3:1][N:2]([S:3](=[O:4])(=[O:5])[CH3:6])[c:12]1[n:13][c:14]([CH:29]([CH3:30])[CH3:31])[c:15]([C:25](=[O:26])[O:27][CH3:28])[c:16](-[c:18]2[cH:19][cH:20][c:21]([F:24])[cH:22][cH:23]2)[n:17]1. Reactants: Cc1ccc(C(=O)O)cc1-n1ccnc(N(CCN(C)C)Cc2ccccc2)c1=O, NC1CC1, O. Product: Cc1ccc(C(=O)NC2CC2)cc1-n1ccnc(N(CCN(C)C)Cc2ccccc2)c1=O. RXN SMILES: [CH2:1]([c:2]1[cH:3][cH:4][cH:5][cH:6][cH:7]1)[N:8]([c:9]1[c:10](=[O:25])[n:11](-[c:15]2[cH:16][c:17]([C:18](=[O:19])[OH:20])[cH:21][cH:22][c:23]2[CH3:24])[cH:12][cH:13][n:14]1)[CH2:26][CH2:27][N:28]([CH3:29])[CH3:30].[CH:31]1([NH2:34])[CH2:32][CH2:33]1.[OH2:35]>>[CH2:1]([c:2]1[cH:3][cH:4][cH:5][cH:6][cH:7]1)[N:8]([c:9]1[c:10](=[O:25])[n:11](-[c:15]2[cH:16][c:17]([C:18](=[O:19])[NH:34][CH:31]3[CH2:32][CH2:33]3)[cH:21][cH:22][c:23]2[CH3:24])[cH:12][cH:13][n:14]1)[CH2:26][CH2:27][N:28]([CH3:29])[CH3:30]. The reactants are COC(=O)CCCCCCC1C(=O)CC(O)C1C#N, CC(C)(C)O[Al](OC(C)(C)C)OC(C)(C)C, CC(C)=O, [H-], [Li+], [NH4+], [NH4+], O=S(=O)([O-])[O-], C1CCOC1. Yields the product COC(=O)CCCCCCC1C(O)CC(O)C1C#N. RXN SMILES: [C:19](=[O:20])([O:21][CH3:22])[CH2:23][CH2:24][CH2:25][CH2:26][CH2:27][CH2:28][CH:29]1[C:30](=[O:37])[CH2:31][CH:32]([OH:36])[CH:33]1[C:34]#[N:35].[C:2]([O:3][Al:4]([O:5][C:6]([CH3:7])([CH3:8])[CH3:9])[O:10][C:11]([CH3:12])([CH3:13])[CH3:14])([CH3:15])([CH3:16])[CH3:17].[CH3:38][C:39](=[O:40])[CH3:41].[H-:1].[Li+:18].[NH4+:42].[NH4+:43].[O-:44][S:45](=[O:46])(=[O:47])[O-:48].[O:49]1[CH2:50][CH2:51][CH2:52][CH2:53]1>>[C:19](=[O:20])([O:21][CH3:22])[CH2:23][CH2:24][CH2:25][CH2:26][CH2:27][CH2:28][CH:29]1[CH:30]([OH:37])[CH2:31][CH:32]([OH:36])[CH:33]1[C:34]#[N:35]. Starting materials: COC1=CC=C(COC2=C(C(=O)O)C=C(C=C2)S(N)(=O)=O)C=C1 (2-(4-methoxy-benzyloxy)-5-sulfamoyl-benzoic acid), CN(C)C(=[N+](C)C)ON1C2=C(C=CC=C2)N=N1.[B-](F)(F)(F)F (TBTU), C(C)N(C(C)C)C(C)C (N-ethyldiisopropylamine), FC=1C=C(C#N)C=CC1N1CCNCC1 (3-fluoro-4-piperazin-1-yl-benzonitrile). Run in CN(C=O)C (dimethylformamide), C1CCOC1 (THF). Reaction conditions: time 1 hour. Yields the product C(#N)C1=C(C=C(C=C1)N1CCN(CC1)C(=O)C=1C=C(C=CC1O)S(=O)(=O)N)F (3-[4-(4-Cyano-3-fluoro-phenyl)-piperazine-1-carbonyl]-4-hydroxy-benzenesulfonamide). RXN SMILES: COC1C=CC(C[O:8][C:9]2[CH:17]=[CH:16][C:15]([S:18](=[O:21])(=[O:20])[NH2:19])=[CH:14][C:10]=2[C:11]([OH:13])=O)=CC=1.CN(C(ON1N=NC2C=CC=CC1=2)=[N+](C)C)C.[B-](F)(F)(F)[F:42].C(N(C(C)C)C(C)C)C.F[C:56]1[CH:57]=[C:58]([CH:61]=[CH:62][C:63]=1[N:64]1[CH2:69][CH2:68][NH:67][CH2:66][CH2:65]1)[C:59]#[N:60]>CN(C)C=O.C1COCC1>[C:59]([C:58]1[CH:61]=[CH:62][C:63]([N:64]2[CH2:69][CH2:68][N:67]([C:11]([C:10]3[CH:14]=[C:15]([S:18]([NH2:19])(=[O:20])=[O:21])[CH:16]=[CH:17][C:9]=3[OH:8])=[O:13])[CH2:66][CH2:65]2)=[CH:56][C:57]=1[F:42])#[N:60] |f:1.2|. Procedure details: To a solution of 3.5 mmol 2-(4-methoxy-benzyloxy)-5-sulfamoyl-benzoic acid in 4 ml dimethylformamide and 12 ml THF were added 5.3 mmol TBTU, 17.5 mmol N-ethyldiisopropylamine and 3.5 mmol 3-fluoro-4-piperazin-1-yl-benzonitrile (WO9625414). The reaction was then stirred at RT for 1 h, concentrated in vacuo, and purified by chromatography on silica gel (eluant: ethyl acetate/heptane gradient) to afford the title compound. MS (m/e): 525.1 (M+H+) Product: Nc1ccc2c(c1)CCC(CN1CCC(O)(c3ccccc3)CC1)C2=O. RXN SMILES: [ClH:1].[ClH:30].[Fe+2:45].[NH4+:31].[OH-:32].[OH2:33].[OH2:34].[OH2:35].[OH2:36].[OH2:37].[OH2:38].[OH2:39].[OH2:46].[S:40]([O-:41])([O-:42])(=[O:43])=[O:44].[c:2]1([C:8]2([OH:29])[CH2:9][CH2:10][N:11]([CH2:14][CH:15]3[C:16](=[O:28])[c:17]4[cH:18][cH:19][c:20]([N+:25]([O-:26])=[O:27])[cH:21][c:22]4[CH2:23][CH2:24]3)[CH2:12][CH2:13]2)[cH:3][cH:4][cH:5][cH:6][cH:7]1>>[c:2]1([C:8]2([OH:29])[CH2:9][CH2:10][N:11]([CH2:14][CH:15]3[C:16](=[O:28])[c:17]4[cH:18][cH:19][c:20]([NH2:25])[cH:21][c:22]4[CH2:23][CH2:24]3)[CH2:12][CH2:13]2)[cH:3][cH:4][cH:5][cH:6][cH:7]1. The reactants are Cl, Cl, [Fe+2], [NH4+], [OH-], O, O, O, O, O, O, O, O, O=S(=O)([O-])[O-], O=C1c2ccc([N+](=O)[O-])cc2CCC1CN1CCC(O)(c2ccccc2)CC1. The reactants are FC1=C(C=CC=C1)C1=NCC(NC2=C1C=C(C=C2)I)=O (1,3-dihydro-5-(2-fluoro phenyl)-7-iodo-1,4-benzodiazepin-2(2H)-one), P12(=S)SP3(=S)SP(=S)(S1)SP(=S)(S2)S3 (phosphorus pentasulfide), C([O-])(O)=O.[Na+] (sodium bicarbonate), COCCOCCOC (diglyme). The solvent is O (water). The product is FC1=C(C=CC=C1)C1=NCC(NC2=C1C=C(C=C2)I)=S (1,3-dihydro-5-(2-fluorophenyl)-7-iodo-1,4-benzodiazepine-2(2H)-thione). The yield is 82.0%. Reaction SMILES: [F:1][C:2]1[CH:7]=[CH:6][CH:5]=[CH:4][C:3]=1[C:8]1[C:14]2[CH:15]=[C:16]([I:19])[CH:17]=[CH:18][C:13]=2[NH:12][C:11](=O)[CH2:10][N:9]=1.P12(SP3(SP(SP(S3)(S1)=S)(=S)S2)=S)=[S:22].C(=O)(O)[O-].[Na+].COCCOCCOC>O>[F:1][C:2]1[CH:7]=[CH:6][CH:5]=[CH:4][C:3]=1[C:8]1[C:14]2[CH:15]=[C:16]([I:19])[CH:17]=[CH:18][C:13]=2[NH:12][C:11](=[S:22])[CH2:10][N:9]=1 |f:2.3|. Procedure: A mixture of 31 g (0.08 mol) of 1,3-dihydro-5-(2-fluoro phenyl)-7-iodo-1,4-benzodiazepin-2(2H)-one [ref. G. F. Field and L. H. Sternbaoh, Swiss patents Nos. 561,706; May 1975; and 562,222; April 1975], 20 g (0.09 mol) of phosphorus pentasulfide, 20 g of sodium bicarbonate and 300 ml of diglyme was stirred and heated to 80°-85° C. for 3 hours. The reaction mixture was then poured onto ice and diluted with water. After stirring for 30 minutes, the solid yellow product was filtered off, washed with... Starting materials: C1(=CC=CC=C1)[SiH3] (phenylsilane), BrCC(=O)OC (Methyl bromoacetate), C(C=C)OC(C1=C(C=CC=C1)C=1C2=CC=C(C=C2OC2=CC(C=CC12)=O)O)=O (2-(6-Hydroxy-3-oxo-3H-xanthen-9-yl)-benzoic acid 2-propenyl ester), C(=O)([O-])[O-].[K+].[K+] (K2CO3). The reagents and catalysts are [Pd].C1(=CC=CC=C1)P(C1=CC=CC=C1)C1=CC=CC=C1.C1(=CC=CC=C1)P(C1=CC=CC=C1)C1=CC=CC=C1.C1(=CC=CC=C1)P(C1=CC=CC=C1)C1=CC=CC=C1.C1(=CC=CC=C1)P(C1=CC=CC=C1)C1=CC=CC=C1 (Tetrakis(triphenylphosphine) palladium(0)). The solvent is CN(C)C=O (DMF). Reaction conditions: temperature 90 celsius, time 4 hour. Yields the product COC(COC=1C=CC=2C3(C4=CC=C(C=C4OC2C1)O)OC(C1=CC=CC=C13)=O)=O ((6′-hydroxy-3-oxospiro[isobenzofuran-1(3H), 9′-[9H]xanthen]-3′-yl)oxy-acetic acid methyl ester). Yield: 61.1%. Reaction SMILES: Br[CH2:2][C:3]([O:5][CH3:6])=[O:4].C([O:10][C:11](=[O:34])[C:12]1[CH:17]=[CH:16][CH:15]=[CH:14][C:13]=1[C:18]1[C:19]2[C:24]([O:25][C:26]3[C:31]=1[CH:30]=[CH:29][C:28](=[O:32])[CH:27]=3)=[CH:23][C:22]([OH:33])=[CH:21][CH:20]=2)C=C.C([O-])([O-])=O.[K+].[K+].C1([SiH3])C=CC=CC=1>CN(C=O)C.[Pd].C1(P(C2C=CC=CC=2)C2C=CC=CC=2)C=CC=CC=1.C1(P(C2C=CC=CC=2)C2C=CC=CC=2)C=CC=CC=1.C1(P(C2C=CC=CC=2)C2C=CC=CC=2)C=CC=CC=1.C1(P(C2C=CC=CC=2)C2C=CC=CC=2)C=CC=CC=1>[CH3:6][O:5][C:3](=[O:4])[CH2:2][O:32][C:28]1[CH:29]=[CH:30][C:31]2[C:18]3([C:13]4[C:12](=[CH:17][CH:16]=[CH:15][CH:14]=4)[C:11](=[O:34])[O:10]3)[C:19]3[C:24]([O:25][C:26]=2[CH:27]=1)=[CH:23][C:22]([OH:33])=[CH:21][CH:20]=3 |f:2.3.4,7.8.9.10.11|. Reported procedure: Methyl bromoacetate (0.25 mL, 2.65 mmol) was added dropwise to a stirred mixture of 21 (0.33 g, 0.89 mmol) and K2CO3 (0.36 g, 2.65 mmol) in dry DMF (20 mL) under argon. The resulting mixture was stirred for 4 h at 90° C. The mixture was concentrated, diluted with ethyl acetate, washed with 10% NaHCO3, brine, dried with anhydrous Na2SO4, and evaporated. The residue was dissolved in dry DCM (25 mL). Tetrakis(triphenylphosphine) palladium(0) (58 mg, 0.05 mmol) and phenylsilane (1.1 mL, 8.90 mmol) w... The reactants are O=C([O-])[O-], CS(C)=O, CCOC(C)=O, O=C(Cn1nc(-c2ccc(Cl)cc2)[nH]c1=O)NCc1ccccc1C(F)(F)F, [Cs+], [Cs+], FC(F)(F)C1CO1. Yields the product O=C(Cn1nc(-c2ccc(Cl)cc2)n(CC(O)C(F)(F)F)c1=O)NCc1ccccc1C(F)(F)F. As a reaction SMILES: [C:29](=[O:30])([O-:31])[O-:32].[CH3:42][S:43]([CH3:44])=[O:45].[CH3:46][CH2:47][O:48][C:49](=[O:50])[CH3:51].[Cl:1][c:2]1[cH:3][cH:4][c:5](-[c:8]2[n:9][n:10]([CH2:14][C:15](=[O:16])[NH:17][CH2:18][c:19]3[c:20]([C:25]([F:26])([F:27])[F:28])[cH:21][cH:22][cH:23][cH:24]3)[c:11](=[O:13])[nH:12]2)[cH:6][cH:7]1.[Cs+:33].[Cs+:34].[F:35][C:36]([CH:37]1[CH2:38][O:39]1)([F:40])[F:41]>>[Cl:1][c:2]1[cH:3][cH:4][c:5](-[c:8]2[n:9][n:10]([CH2:14][C:15](=[O:16])[NH:17][CH2:18][c:19]3[c:20]([C:25]([F:26])([F:27])[F:28])[cH:21][cH:22][cH:23][cH:24]3)[c:11](=[O:13])[n:12]2[CH2:38][CH:37]([C:36]([F:35])([F:40])[F:41])[OH:39])[cH:6][cH:7]1. The reactants are CC(CC(=O)C1=CC=C(C=C1)C)(C)C (3,3,4′-trimethylbutyrophenone), C1CC(=O)N(C1=O)Br (NBS). Reagents/catalysts: CC(C)(C#N)N=NC(C)(C)C#N (AIBN). The solvent is C(Cl)(Cl)(Cl)Cl (carbon tetrachloride). The product is CC(CC(=O)C1=CC=C(CBr)C=C1)(C)C (4-(3,3-Dimethyl-butyryl)-benzyl bromide). The yield is 89.7%. As a reaction SMILES: [CH3:1][C:2]([CH3:14])([CH3:13])[CH2:3][C:4]([C:6]1[CH:11]=[CH:10][C:9]([CH3:12])=[CH:8][CH:7]=1)=[O:5].C1C(=O)N([Br:22])C(=O)C1>C(Cl)(Cl)(Cl)Cl.CC(N=NC(C#N)(C)C)(C#N)C>[CH3:1][C:2]([CH3:14])([CH3:13])[CH2:3][C:4]([C:6]1[CH:7]=[CH:8][C:9]([CH2:12][Br:22])=[CH:10][CH:11]=1)=[O:5]. Procedure: Heat a mixture of 3,3,4′-trimethylbutyrophenone (2 g, 10.52 mmol), NBS (2.061 g, 11.57 mmol), and AIBN (43 mg, 0.263 mmol) in carbon tetrachloride (60 mL) for 14 h at reflux. Cool the reaction, mixture to ambient temperature and wash sequentially with water, 1M aqueous HCl, 5% aqueous NaHCO3 and brine. Concentrate the organic layer in vacuo to provide the desired intermediate as oil (2.54 g, 90%) that was used without any further purification. Reactants: CCO, COc1ccc(-c2cc(NCCc3c(F)cccc3Cl)nc(SC)n2)cn1, Cl. The product is CSc1nc(NCCc2c(F)cccc2Cl)cc(-c2ccc(=O)[nH]c2)n1. As a reaction SMILES: [CH3:29][CH2:30][OH:31].[Cl:1][c:2]1[c:3]([CH2:9][CH2:10][NH:11][c:12]2[n:13][c:14]([S:26][CH3:27])[n:15][c:16](-[c:18]3[cH:19][n:20][c:21]([O:24][CH3:25])[cH:22][cH:23]3)[cH:17]2)[c:4]([F:8])[cH:5][cH:6][cH:7]1.[ClH:28]>>[Cl:1][c:2]1[c:3]([CH2:9][CH2:10][NH:11][c:12]2[n:13][c:14]([S:26][CH3:27])[n:15][c:16](-[c:18]3[cH:19][nH:20][c:21](=[O:24])[cH:22][cH:23]3)[cH:17]2)[c:4]([F:8])[cH:5][cH:6][cH:7]1.